Dataset: the Open Reaction Database (ORD), a public repository of structured organic reaction records. Task: describe an organic reaction: reactants, conditions, products, and yield The reactants are O=C1CN(CCCN2CCOCC2)Cc2cc(Br)cnc2N1, C=CC(=O)OC(C)(C)C, CCC#N, CCOCC, CC(=O)[O-], CC(=O)[O-], CN(C)C=O, [Pd+2]. Product: CC(C)(C)OC(=O)C=Cc1cnc2c(c1)CN(CCCN1CCOCC1)CC(=O)N2. As a reaction SMILES: [Br:1][c:2]1[cH:3][c:4]2[c:5]([n:21][cH:22]1)[NH:6][C:7](=[O:20])[CH2:8][N:9]([CH2:11][CH2:12][CH2:13][N:14]1[CH2:15][CH2:16][O:17][CH2:18][CH2:19]1)[CH2:10]2.[C:23]([CH:24]=[CH2:25])(=[O:26])[O:27][C:28]([CH3:29])([CH3:30])[CH3:31].[C:32](#[N:33])[CH2:34][CH3:35].[CH3:41][CH2:42][O:43][CH2:44][CH3:45].[O-:47][C:48]([CH3:49])=[O:50].[O-:51][C:52]([CH3:53])=[O:54].[O:36]=[CH:37][N:38]([CH3:39])[CH3:40].[Pd+2:46]>>[c:2]1([CH:25]=[CH:24][C:23](=[O:26])[O:27][C:28]([CH3:29])([CH3:30])[CH3:31])[cH:3][c:4]2[c:5]([n:21][cH:22]1)[NH:6][C:7](=[O:20])[CH2:8][N:9]([CH2:11][CH2:12][CH2:13][N:14]1[CH2:15][CH2:16][O:17][CH2:18][CH2:19]1)[CH2:10]2.